This data is from the Open Reaction Database (ORD), a public repository of structured organic reaction records. The task is: describe an organic reaction: reactants, conditions, products, and yield Reactants: CC(=O)OI1(OC(C)=O)(OC(C)=O)OC(=O)c2ccccc21, OCCc1c(Cl)cccc1Cl, ClCCl, [Na+], [Na+], [Na+], O=C([O-])O, O=S([O-])([O-])=S. Product: O=CCc1c(Cl)cccc1Cl. RXN SMILES: [C:12]([O:13][I:14]1([O:15][C:16](=[O:17])[CH3:18])([O:19][C:20](=[O:21])[CH3:22])[c:23]2[c:24]([cH:25][cH:26][cH:27][cH:28]2)[C:29](=[O:30])[O:31]1)(=[O:32])[CH3:33].[Cl:1][c:2]1[c:3]([CH2:9][CH2:10][OH:11])[c:4]([Cl:8])[cH:5][cH:6][cH:7]1.[Cl:46][CH2:47][Cl:48].[Na+:38].[Na+:39].[Na+:40].[O-:34][C:35]([OH:36])=[O:37].[O-:41][S:42]([O-:43])(=[S:44])=[O:45]>>[Cl:1][c:2]1[c:3]([CH2:9][CH:10]=[O:11])[c:4]([Cl:8])[cH:5][cH:6][cH:7]1. The product is NC1=CC=C(C=C1)CCC=1N=C2N(C=CC(=C2)C)C1 (2-[2-(4-aminophenyl)ethyl]-7-methylimidazo[1,2-a]pyridine). Reagents/catalysts: [Pd] (palladium on carbon). Procedure: A solution of 2-[2-(4-nitrophenyl)vinyl]-7-methylimidazo[1,2-a]pyridine (3.1 g) in a solution of methanol (100 ml) and tetrahydrofuran (100 ml) was hydrogenated over 10% palladium on carbon (1.0 g) under atmospheric pressure of hydrogen gas at ambient temperature for 3 hours. The catalyst was removed by filtration and the filtrate was evaporated in vacuo. The residue was triturated with n-hexane to give a precipitate, which was collected by filtration and dried to give 2-[2-(4-aminophenyl)ethyl]... The yield is 92.8%. Solvent: O1CCCC1 (tetrahydrofuran). As a reaction SMILES: [N+:1]([C:4]1[CH:9]=[CH:8][C:7]([CH:10]=[CH:11][C:12]2[N:13]=[C:14]3[CH:19]=[C:18]([CH3:20])[CH:17]=[CH:16][N:15]3[CH:21]=2)=[CH:6][CH:5]=1)([O-])=O.CO.[H][H]>[Pd].O1CCCC1>[NH2:1][C:4]1[CH:9]=[CH:8][C:7]([CH2:10][CH2:11][C:12]2[N:13]=[C:14]3[CH:19]=[C:18]([CH3:20])[CH:17]=[CH:16][N:15]3[CH:21]=2)=[CH:6][CH:5]=1. The reactants are [N+](=O)([O-])C1=CC=C(C=C1)C=CC=1N=C2N(C=CC(=C2)C)C1 (2-[2-(4-nitrophenyl)vinyl]-7-methylimidazo[1,2-a]pyridine), CO (methanol), [H][H] (hydrogen). The reactants are CCN(CC)CCCCl, O=C(c1ccc(Cl)cc1)c1c(-c2ccc(O)cc2)oc2ccccc12. Product: CCN(CC)CCCOc1ccc(-c2oc3ccccc3c2C(=O)c2ccc(Cl)cc2)cc1. RXN SMILES: [CH2:26]([CH3:27])[N:28]([CH2:29][CH2:30][CH2:31][Cl:32])[CH2:33][CH3:34].[Cl:1][c:2]1[cH:3][cH:4][c:5]([C:6](=[O:7])[c:8]2[c:9](-[c:17]3[cH:18][cH:19][c:20]([OH:23])[cH:21][cH:22]3)[o:10][c:11]3[c:12]2[cH:13][cH:14][cH:15][cH:16]3)[cH:24][cH:25]1>>[Cl:1][c:2]1[cH:3][cH:4][c:5]([C:6](=[O:7])[c:8]2[c:9](-[c:17]3[cH:18][cH:19][c:20]([O:23][CH2:31][CH2:30][CH2:29][N:28]([CH2:26][CH3:27])[CH2:33][CH3:34])[cH:21][cH:22]3)[o:10][c:11]3[c:12]2[cH:13][cH:14][cH:15][cH:16]3)[cH:24][cH:25]1. The reactants are BrC1=NC2=CC=CC=C2C=C1OC (2-bromo-3-methoxyquinoline), [Na] (sodium), sodium trimethylstannate, [Na] (sodium), C[Sn](C)(C)Cl (trimethyltin chloride), COC=1C=NC2=CC=CC=C2C1 (3-methoxyquinoline). Run in C(OC)COC (dimethoxyethane). Reaction conditions: temperature -10 celsius, time 30 minute. Yields the product C[Sn](C1=NC2=CC=CC=C2C=C1OC)(C)C (2-Trimethylstannyl-3-methoxyquinoline). RXN SMILES: [Na].[CH3:2][Sn:3](Cl)([CH3:5])[CH3:4].Br[C:8]1[C:17]([O:18][CH3:19])=[CH:16][C:15]2[C:10](=[CH:11][CH:12]=[CH:13][CH:14]=2)[N:9]=1.COC1C=NC2C(C=1)=CC=CC=2>C(COC)OC>[CH3:2][Sn:3]([CH3:5])([CH3:4])[C:8]1[C:17]([O:18][CH3:19])=[CH:16][C:15]2[C:10](=[CH:11][CH:12]=[CH:13][CH:14]=2)[N:9]=1 |^1:0|. Procedure: 3.00 g (131 mmol) of sodium are introduced in a sealed Schlenck-type apparatus under argon inert gas into 3 ml of DMEabs. (=absolute dimethoxyethane). The sodium is cut into very small pieces and, before being added to the reaction solution washed with DMEabs to remove any adhering paraffin. During addition of the sodium to the reaction solution, the DMEabs. slightly foams. The reaction solution is then cooled to -10° C. using an ice/common salt mixture. 0.83 g (4.18 mmol) of trimethyltin chlori... The reactants are O=C(C(=O)OCC)CC1=C(C=C(C(=C1)Cl)Cl)[N+](=O)[O-] (ethyl α-oxo-3-(2-nitro-4,5-dichlorophenyl)propanoate). The reagents and catalysts are [Fe] (iron). The solvent is CCO (EtOH), C(C)(=O)O (acetic acid). Yields the product ClC=1C=C2C=C(NC2=CC1Cl)C(=O)OCC (Ethyl 5,6-dichloro-1H-indole-2-carboxylate). The yield is 92.0%. Reaction SMILES: O=[C:2]([CH2:8][C:9]1[CH:14]=[C:13]([Cl:15])[C:12]([Cl:16])=[CH:11][C:10]=1[N+:17]([O-])=O)[C:3]([O:5][CH2:6][CH3:7])=[O:4]>CCO.C(O)(=O)C.[Fe]>[Cl:15][C:13]1[CH:14]=[C:9]2[C:10](=[CH:11][C:12]=1[Cl:16])[NH:17][C:2]([C:3]([O:5][CH2:6][CH3:7])=[O:4])=[CH:8]2. Procedure details: A mixture of ethyl α-oxo-3-(2-nitro-4,5-dichlorophenyl)propanoate (100 g, 327 mmol) and iron powder (160 g) in EtOH (625 ml) and acetic acid (625 ml) was refluxed for two hours. After cooling, the resulting mixture was evaporated under vacuum and the solid residue was dissolved in THF (1000 ml) and chromatographed on Florisil (500 g) eluting with THF (5000 ml). Evaporation of the collected fractions gave pure title compound (77.5 g, 301 mmol, yield 92.0%) as a light brown powder, m.p. 215°-218° ... Starting materials: CC(O)=S, O=C([O-])O, CN(C)CCNC(=O)N(CCO)CCC1CCCCC1, [Na+], CC(C)OC(=O)N=NC(=O)OC(C)C, C1CCOC1, c1ccc(P(c2ccccc2)c2ccccc2)cc1. The product is CC(=O)SCCN(CCC1CCCCC1)C(=O)NCCN(C)C. RXN SMILES: [C:54]([CH3:55])(=[S:56])[OH:57].[C:58](=[O:59])([O-:60])[OH:61].[CH:1]1([CH2:7][CH2:8][N:9]([C:10](=[O:11])[NH:12][CH2:13][CH2:14][N:15]([CH3:16])[CH3:17])[CH2:18][CH2:19][OH:20])[CH2:2][CH2:3][CH2:4][CH2:5][CH2:6]1.[Na+:62].[O:40]=[C:41]([O:42][CH:43]([CH3:44])[CH3:45])[N:46]=[N:47][C:48]([O:49][CH:50]([CH3:51])[CH3:52])=[O:53].[O:63]1[CH2:64][CH2:65][CH2:66][CH2:67]1.[c:21]1([P:22]([c:23]2[cH:24][cH:25][cH:26][cH:27][cH:28]2)[c:29]2[cH:30][cH:31][cH:32][cH:33][cH:34]2)[cH:35][cH:36][cH:37][cH:38][cH:39]1>>[CH:1]1([CH2:7][CH2:8][N:9]([C:10](=[O:11])[NH:12][CH2:13][CH2:14][N:15]([CH3:16])[CH3:17])[CH2:18][CH2:19][S:56][C:54]([CH3:55])=[O:57])[CH2:2][CH2:3][CH2:4][CH2:5][CH2:6]1. Starting materials: [BH4-].[Na+] (sodium borohydride), [H-].[Al+3].[Li+].[H-].[H-].[H-] (lithium aluminium hydride), C(=O)N\C(\C(=O)OCC)=C/1\CC[C@H]2[C@@H]3CC=C4C=C(CC[C@]4(C)[C@]3(CC[C@]12C)O)OC (ethyl (20Z)-20-formamido-9α-hydroxy-3-methoxypregna-3,5,17(20)-trien-21-oate), [BH4-].[Na+] (sodium borohydride), [H-].[Al+3].[Li+].[H-].[H-].[H-] (lithium aluminium hydride), aqueous solution, C(=O)([O-])C(O)C(O)C(=O)[O-].[K+].[Na+] (sodium potassium tartrate). The solvent is C(C)O (ethanol), O1CCCC1 (tetrahydrofuran). Conditions: temperature 5 celsius, time 2 hour. Product: C(=O)N\C(\CO)=C/1\CC[C@H]2[C@@H]3CC=C4C=C(CC[C@]4(C)[C@]3(CC[C@]12C)O)OC ((20Z)-20-Formamido-3-methoxypregna-3,5,17(20)-triene-9α,21-diol). The yield is 24.7%. Reaction SMILES: [BH4-].[Na+].[H-].[Al+3].[Li+].[H-].[H-].[H-].[CH:9]([NH:11]/[C:12](=[C:18]1/[CH2:19][CH2:20][C@@H:21]2[C@:35]/1([CH3:36])[CH2:34][CH2:33][C@@:32]1([OH:37])[C@H:22]2[CH2:23][CH:24]=[C:25]2[C@:30]1([CH3:31])[CH2:29][CH2:28][C:27]([O:38][CH3:39])=[CH:26]2)/[C:13](OCC)=[O:14])=[O:10].C(C(C(C([O-])=O)O)O)([O-])=O.[K+].[Na+]>O1CCCC1.C(O)C>[CH:9]([NH:11]/[C:12](=[C:18]1/[CH2:19][CH2:20][C@@H:21]2[C@:35]/1([CH3:36])[CH2:34][CH2:33][C@@:32]1([OH:37])[C@H:22]2[CH2:23][CH:24]=[C:25]2[C@:30]1([CH3:31])[CH2:29][CH2:28][C:27]([O:38][CH3:39])=[CH:26]2)/[CH2:13][OH:14])=[O:10] |f:0.1,2.3.4.5.6.7,9.10.11|. Procedure details: Under a nitrogen atmosphere sodium borohydride (0.53 g) and lithium aluminium hydride (0.65 g) were added to a stirred solution of ethyl (20Z)-20-formamido-9α-hydroxy-3-methoxypregna-3,5,17(20)-trien-21-oate (4.85 g, prepared according to example 10), in dry tetrahydrofuran (100 ml) at 0° C. The reaction mixture was stirred at 5° C. for 2 hours, after which another 0.54 g of sodium borohydride and 0.65 g of lithium aluminium hydride were added. Stirring was continued at 5° C. for 1.5 hours, then...